From a dataset of the Open Reaction Database (ORD), a public repository of structured organic reaction records. describe an organic reaction: reactants, conditions, products, and yield Starting materials: CN(c1cccc2cc(C(=O)O)[nH]c12)S(=O)(=O)c1cccs1, CCN=C=NCCCN(C)C, CN(C)C=O, Cl, CCOC(=O)C(=O)NN, O, On1nnc2ccccc21. The product is CCOC(=O)C(=O)NNC(=O)c1cc2cccc(N(C)S(=O)(=O)c3cccs3)c2[nH]1. As a reaction SMILES: [CH3:1][N:2]([c:3]1[cH:4][cH:5][cH:6][c:7]2[cH:8][c:9]([C:12](=[O:13])[OH:14])[nH:10][c:11]12)[S:15](=[O:16])(=[O:17])[c:18]1[s:19][cH:20][cH:21][cH:22]1.[CH3:34][N:35]([CH3:36])[CH2:37][CH2:38][CH2:39][N:40]=[C:41]=[N:42][CH2:43][CH3:44].[CH3:55][N:56]([CH3:57])[CH:58]=[O:59].[ClH:33].[NH:45]([NH2:46])[C:47]([C:48](=[O:49])[O:50][CH2:51][CH3:52])=[O:53].[OH2:54].[n:23]1([OH:24])[c:25]2[cH:26][cH:27][cH:28][cH:29][c:30]2[n:31][n:32]1>>[CH3:1][N:2]([c:3]1[cH:4][cH:5][cH:6][c:7]2[cH:8][c:9]([C:12](=[O:13])[NH:46][NH:45][C:47]([C:48](=[O:49])[O:50][CH2:51][CH3:52])=[O:53])[nH:10][c:11]12)[S:15](=[O:16])(=[O:17])[c:18]1[s:19][cH:20][cH:21][cH:22]1. Reactants: [I-].C(#N)C=1C=[N+](C=CC1)C (3-Cyano-1-methylpyridinium Iodide), [BH4-].[Na+] (sodium borohydride). The solvent is CO (methanol), O (water). Conditions: time 1 hour. Product: C(#N)C=1CN(CCC1)C (3-Cyano-1-methyl-1,2,5,6-tetrahydropyridine). RXN SMILES: [I-].[C:2]([C:4]1[CH:5]=[N+:6]([CH3:10])[CH:7]=[CH:8][CH:9]=1)#[N:3].[BH4-].[Na+]>CO.O>[C:2]([C:4]1[CH2:5][N:6]([CH3:10])[CH2:7][CH2:8][CH:9]=1)#[N:3] |f:0.1,2.3|. Procedure: To a solution of 2 (133 g, 0.54 mol) in methanol (1000 ml) and water (200 ml) was added sodium borohydride (41 g, 1.08 mol) in portions at temperatures below 28° C. After the addition the mixture was stirred for 1 hour at room temperature. Most of the methanol was distilled off. To the residue was added saturated ammonium chloride solution (200 ml), and the mixture was extracted three times with ether (300 ml). The combined organic phases were washed once with water and were then extracted three... Reactants: CC(=O)O, Cc1c(Sc2cc(Cl)c(Cl)cc2Cl)cc(C(C)(C)C)c(O)c1C(=O)Nc1ccc([N+](=O)[O-])cc1Cl, O, OO. The product is Cc1c(S(=O)c2cc(Cl)c(Cl)cc2Cl)cc(C(C)(C)C)c(O)c1C(=O)Nc1ccc([N+](=O)[O-])cc1Cl. As a reaction SMILES: [CH3:39][C:40](=[O:41])[OH:42].[Cl:3][c:4]1[c:5]([NH:6][C:7]([c:8]2[c:9]([OH:10])[c:11]([C:26]([CH3:27])([CH3:28])[CH3:29])[cH:12][c:13]([S:16][c:17]3[c:18]([Cl:25])[cH:19][c:20]([Cl:24])[c:21]([Cl:23])[cH:22]3)[c:14]2[CH3:15])=[O:30])[cH:31][cH:32][c:33]([N+:35](=[O:36])[O-:37])[cH:34]1.[OH2:38].[OH:1][OH:2]>>[O:1]=[S:16]([c:13]1[cH:12][c:11]([C:26]([CH3:27])([CH3:28])[CH3:29])[c:9]([OH:10])[c:8]([C:7]([NH:6][c:5]2[c:4]([Cl:3])[cH:34][c:33]([N+:35](=[O:36])[O-:37])[cH:32][cH:31]2)=[O:30])[c:14]1[CH3:15])[c:17]1[c:18]([Cl:25])[cH:19][c:20]([Cl:24])[c:21]([Cl:23])[cH:22]1. Starting materials: C1(=CC=CC=C1)C1OC2=CC=C(C=C2CC1)OC1=C(C=C(C=C1N)C(F)(F)F)N (2-(2-phenylchroman-6-yloxy)-5-trifluoromethylbenzene-1,3-diamine), [N+](=O)([O-])C1=C(OC=2C=C3CC(CC3=CC2)C2=CC=CC=C2)C(=CC(=C1)C(F)(F)F)[N+](=O)[O-] (5-(2,6-dinitro-4-trifluoromethylphenoxy)-2-phenylindan). Product: C1(=CC=CC=C1)C1CC2=CC=C(C=C2C1)OC1=C(C=C(C=C1N)C(F)(F)F)N (2-(2-Phenylindan-5-yloxy)-5-trifluoromethylbenzene-1,3-diamine). As a reaction SMILES: C1(C2CCC3C(=CC=C(OC4C(N)=CC(C(F)(F)F)=CC=4N)C=3)O2)C=CC=CC=1.[N+:30]([C:33]1[CH:54]=[C:53]([C:55]([F:58])([F:57])[F:56])[CH:52]=[C:51]([N+:59]([O-])=O)[C:34]=1[O:35][C:36]1[CH:37]=[C:38]2[C:42](=[CH:43][CH:44]=1)[CH2:41][CH:40]([C:45]1[CH:50]=[CH:49][CH:48]=[CH:47][CH:46]=1)[CH2:39]2)([O-])=O>>[C:45]1([CH:40]2[CH2:39][C:38]3[C:42](=[CH:43][CH:44]=[C:36]([O:35][C:34]4[C:51]([NH2:59])=[CH:52][C:53]([C:55]([F:57])([F:58])[F:56])=[CH:54][C:33]=4[NH2:30])[CH:37]=3)[CH2:41]2)[CH:50]=[CH:49][CH:48]=[CH:47][CH:46]=1. Procedure details: 2-(2-Phenylindan-5-yloxy)-5-trifluoromethylbenzene-1,3-diamine was prepared as described for 2-(2-phenylchroman-6-yloxy)-5-trifluoromethylbenzene-1,3-diamine in Example 35(b) using 230 mg of 5-(2,6-dinitro-4-trifluoromethylphenoxy)-2-phenylindan. 1H-NMR (300 MHz, d6-DMSO): 7.33-7.27 (m, 4H), 7.22-7.18 (m, 1H), 7.14 (d, 1H, J 8.1 Hz), 6.73-6.69 (m, 2H), 6.31 (s, 2H), 4.98 (s, 4H), 3.64 (k, 1H, J 8.5 Hz), 3.26-3.18 (m, 2H), 2.96-2.86 (m, 2H). The reactants are C1(CC1)C(=O)Cl (Cyclopropane carbonyl chloride), COC1=C(CNC2=NC3=CC=C(C=C3C=C2)N)C=CC=C1 (N2-(2-Methoxy-benzyl)-quinoline-2,6-diamine). Run in C([O-])(O)=O.[Na+] (sodium bicarbonate), C(C)#N (acetonitrile), O (water). Reaction conditions: time 8 hour. The product is COC1=C(CNC2=NC3=CC=C(C=C3C=C2)NC(=O)C2CC2)C=CC=C1 (Cyclopropanecarboxylic acid [2-(2-methoxy-benzylamino)-quinolin-6-yl]-amide), solid. Yield: 66.0%. As a reaction SMILES: [CH3:1][O:2][C:3]1[CH:21]=[CH:20][CH:19]=[CH:18][C:4]=1[CH2:5][NH:6][C:7]1[CH:16]=[CH:15][C:14]2[C:9](=[CH:10][CH:11]=[C:12]([NH2:17])[CH:13]=2)[N:8]=1.[CH:22]1([C:25](Cl)=[O:26])[CH2:24][CH2:23]1>C(#N)C.C(=O)(O)[O-].[Na+].O>[CH3:1][O:2][C:3]1[CH:21]=[CH:20][CH:19]=[CH:18][C:4]=1[CH2:5][NH:6][C:7]1[CH:16]=[CH:15][C:14]2[C:9](=[CH:10][CH:11]=[C:12]([NH:17][C:25]([CH:22]3[CH2:24][CH2:23]3)=[O:26])[CH:13]=2)[N:8]=1 |f:3.4|. Procedure: N2-(2-Methoxy-benzyl)-quinoline-2,6-diamine (example 10, step B, 150 mg, 0.537 mmol) was dissolved in 6 mL acetonitrile and 6 mL saturated sodium bicarbonate solution. Cyclopropane carbonyl chloride (63 mg, 0.60 mmol) was added and the reaction mixture was stirred at room temperature overnight. The reaction mixture was diluted with 50 mL water and extracted with ethyl acetate (3×50 ml). The combined organic layers were washed with water (30 ml), dried with sodium sulfate and evaporated. The crud... The reactants are ClC1=[N+](C=CC=C1C)[O-] (2-chloro-3-methylpyridine 1-oxide), ClC1=[N+](C=CC=C1C)[O-] (2-chloro-3-methylpyridine 1-oxide), N[C@H]1CN(CCC1)C(=O)OC(C)(C)C (tert-butyl (3R)-3-aminopiperidine-1-carboxylate), C(C)(C)N(CC)C(C)C (diisopropylethyl amine), O (water). Reagents/catalysts: CN(C)C=1C=CN=CC1 (DMAP). Solvent: CCCCO (n-BuOH). Reaction conditions: temperature 100 celsius. Product: C(C)(C)(C)OC(=O)N1C[C@@H](CCC1)NC1=[N+](C=CC=C1C)[O-] ((R)-2-(1-(tert-butoxycarbonyl)piperidin-3-ylamino)-3-methylpyridine 1-oxide). Isolated yield 25.0%. RXN SMILES: Cl[C:2]1[C:7]([CH3:8])=[CH:6][CH:5]=[CH:4][N+:3]=1[O-:9].[NH2:10][C@@H:11]1[CH2:16][CH2:15][CH2:14][N:13]([C:17]([O:19][C:20]([CH3:23])([CH3:22])[CH3:21])=[O:18])[CH2:12]1.C(N(C(C)C)CC)(C)C.O>CCCCO.CN(C1C=CN=CC=1)C>[C:20]([O:19][C:17]([N:13]1[CH2:14][CH2:15][CH2:16][C@@H:11]([NH:10][C:2]2[C:7]([CH3:8])=[CH:6][CH:5]=[CH:4][N+:3]=2[O-:9])[CH2:12]1)=[O:18])([CH3:23])([CH3:21])[CH3:22]. Procedure details: To a solution of the compound from Step 1 2-chloro-3-methylpyridine 1-oxide (14.5 g, 101 mmol) and tert-butyl (3R)-3-aminopiperidine-1-carboxylate (24.27 g, 121.2 mmol) in n-BuOH (120 mL) were added diisopropylethyl amine (14.35 g, 111 mmol) and DMAP (1.22 g, 9.99 mmol) slowly at 0° C. The resulting mixture was heated at 100° C. for 36 h. The reaction was cooled, and water was added. The mixture was then extracted with EtOAc (3×50 mL). The combined organic layers were dried over Na2SO4, filtered... Yields the product CCOP(=O)(OCC)C(CC(C)CO[Si](c1ccccc1)(c1ccccc1)C(C)(C)C)C(=O)OC(C)(C)C. Reaction SMILES: [Br:19][CH2:20][CH:21]([CH2:22][O:23][Si:24]([c:25]1[cH:26][cH:27][cH:28][cH:29][cH:30]1)([c:31]1[cH:32][cH:33][cH:34][cH:35][cH:36]1)[C:37]([CH3:38])([CH3:39])[CH3:40])[CH3:41].[CH2:1]([CH3:2])[O:3][P:4](=[O:5])([O:6][CH2:7][CH3:8])[CH2:9][C:10](=[O:11])[O:12][C:13]([CH3:14])([CH3:15])[CH3:16].[CH2:43]1[O:44][CH2:45][CH2:46][CH2:47]1.[H-:17].[Na+:18].[OH2:42]>>[CH2:1]([CH3:2])[O:3][P:4](=[O:5])([O:6][CH2:7][CH3:8])[CH:9]([C:10](=[O:11])[O:12][C:13]([CH3:14])([CH3:15])[CH3:16])[CH2:20][CH:21]([CH2:22][O:23][Si:24]([c:25]1[cH:26][cH:27][cH:28][cH:29][cH:30]1)([c:31]1[cH:32][cH:33][cH:34][cH:35][cH:36]1)[C:37]([CH3:38])([CH3:39])[CH3:40])[CH3:41]. Starting materials: CC(CBr)CO[Si](c1ccccc1)(c1ccccc1)C(C)(C)C, CCOP(=O)(CC(=O)OC(C)(C)C)OCC, C1CCOC1, [H-], [Na+], O. The solvent is CN(C)C=O (DMF), CN(C)C=O (DMF). RXN SMILES: [N:1]1[CH:2]=[CH:3][N:4]2[C:12]3[C:7](=[N:8][CH:9]=[CH:10][CH:11]=3)[N:6]([C:13]3[CH:18]=[CH:17][C:16]([OH:19])=[CH:15][CH:14]=3)[C:5]=12.[H-].[Na+].[CH3:22][O:23][CH2:24][CH2:25][N:26]1[C:30]2=[N:31][CH:32]=[CH:33][CH:34]=[C:29]2[N:28]=[C:27]1S(C)(=O)=O.O>CN(C=O)C>[CH3:22][O:23][CH2:24][CH2:25][N:26]1[C:30]2=[N:31][CH:32]=[CH:33][CH:34]=[C:29]2[N:28]=[C:27]1[O:19][C:16]1[CH:17]=[CH:18][C:13]([N:6]2[C:7]3=[N:8][CH:9]=[CH:10][CH:11]=[C:12]3[N:4]3[CH:3]=[CH:2][N:1]=[C:5]23)=[CH:14][CH:15]=1 |f:1.2|. The reactants are N=1C=CN2C1N(C1=NC=CC=C12)C1=CC=C(C=C1)O (4-(9H-imidazo[1′,2′:1,2]imidazo[4,5-b]pyridin-9-yl)phenol), [H-].[Na+] (sodium hydride), COCCN1C(=NC=2C1=NC=CC2)S(=O)(=O)C (3-(2-methoxyethyl)-2-(methylsulfonyl)-3H-imidazo[4,5-b]pyridine), O (water). Run at time 10 minute. Reported procedure: To a solution of 4-(9H-imidazo[1′,2′:1,2]imidazo[4,5-b]pyridin-9-yl)phenol (175 mg) obtained in Example 9, step C) in DMF (2 ml) was added sodium hydride (60% in oil, 30 mg) at room temperature by small portions. After stirring for 10 min, a solution of 3-(2-methoxyethyl)-2-(methylsulfonyl)-3H-imidazo[4,5-b]pyridine[191 mg) in DMF (2 ml) was added, and the obtained mixture was stirred under microwave irradiation at 180° C. for 30 min. The reaction mixture was poured into water, and the mixture w... Yields the product COCCN1C(=NC=2C1=NC=CC2)OC2=CC=C(C=C2)N2C=1N(C=3C2=NC=CC3)C=CN1 (9-(4-{[3-(2-Methoxyethyl)-3H-imidazo[4,5-b]pyridin-2-yl]oxy}phenyl)-9H-imidazo[1′,2′:1,2]imidazo[4,5-b]pyridine). Reactants: C(O)CN (ethanolamine), [N+](=O)([O-])C1=C(C(=C(C(=C1Cl)[N+](=O)[O-])Cl)[N+](=O)[O-])Cl (2,4,6-trinitro-1,3,5-trichlorobenzene). Solvent: CO (methanol), CO (methanol). Conditions: time 2 hour. The product is [N+](=O)([O-])C1=C(C(=C(C(=C1NCCO)[N+](=O)[O-])NCCO)[N+](=O)[O-])NCCO (2,4,6-trinitro-1,3,5-tris(2-hydroxyethylamino)benzene). Isolated yield 85.8%. As a reaction SMILES: [N+:1]([C:4]1[C:9](Cl)=[C:8]([N+:11]([O-:13])=[O:12])[C:7](Cl)=[C:6]([N+:15]([O-:17])=[O:16])[C:5]=1Cl)([O-:3])=[O:2].[CH2:19]([CH2:21][NH2:22])[OH:20]>CO>[N+:1]([C:4]1[C:9]([NH:22][CH2:21][CH2:19][OH:20])=[C:8]([N+:11]([O-:13])=[O:12])[C:7]([NH:22][CH2:21][CH2:19][OH:20])=[C:6]([N+:15]([O-:17])=[O:16])[C:5]=1[NH:22][CH2:21][CH2:19][OH:20])([O-:3])=[O:2]. Reported procedure: A mixture of 7.2 g (0.0227 mole) of 2,4,6-trinitro-1,3,5-trichlorobenzene and 70 ml of methanol was stirred in an ice bath while a solution of 9.9 g (0.162 mole) of ethanolamine in 70 ml of methanol was added over 10 min. Stirring at room temperature gave a solution from which yellow solid precipitated until the mixture became too thick to stir. After standing for 2 hr., the mixture was filtered to give 7.6 g (86%) of 2,4,6-trinitro-1,3,5-tris(2-hydroxyethylamino)benzene; 1H NMR (DMSO-d6): 3.48 ...